The task is: describe an organic reaction: reactants, conditions, products, and yield. This data is from the Open Reaction Database (ORD), a public repository of structured organic reaction records. The reactants are O=C([O-])[O-], CN1CCCC1=O, Cc1ccccc1, Cl, [H-], [K+], [K+], O=c1[nH]nc(-c2cccc([N+](=O)[O-])c2)c2ncccc12, [Na+], ClCc1ccncc1. The product is O=c1c2cccnc2c(-c2cccc([N+](=O)[O-])c2)nn1Cc1ccncc1. Reaction SMILES: [C:32](=[O:33])([O-:34])[O-:35].[CH3:38][N:39]1[CH2:40][CH2:41][CH2:42][C:43]1=[O:44].[CH3:45][c:46]1[cH:47][cH:48][cH:49][cH:50][cH:51]1.[ClH:23].[H-:21].[K+:36].[K+:37].[N+:1](=[O:2])([O-:3])[c:4]1[cH:5][c:6](-[c:10]2[n:11][nH:12][c:13](=[O:20])[c:14]3[c:15]2[n:16][cH:17][cH:18][cH:19]3)[cH:7][cH:8][cH:9]1.[Na+:22].[cH:24]1[cH:25][c:26]([CH2:30][Cl:31])[cH:27][cH:28][n:29]1>>[N+:1](=[O:2])([O-:3])[c:4]1[cH:5][c:6](-[c:10]2[n:11][n:12]([CH2:30][c:26]3[cH:25][cH:24][n:29][cH:28][cH:27]3)[c:13](=[O:20])[c:14]3[c:15]2[n:16][cH:17][cH:18][cH:19]3)[cH:7][cH:8][cH:9]1. Reactants: CC(C)=O, OC(c1ccccc1)c1cc(Cl)ccc1CNC(=S)NCCc1ccccc1. Yields the product Clc1ccc2c(c1)C(c1ccccc1)SC(NCCc1ccccc1)=NC2. RXN SMILES: [CH3:29][C:30](=[O:31])[CH3:32].[Cl:1][c:2]1[cH:3][c:4]([CH:21]([c:22]2[cH:23][cH:24][cH:25][cH:26][cH:27]2)[OH:28])[c:5]([CH2:6][NH:7][C:8](=[S:9])[NH:10][CH2:11][CH2:12][c:13]2[cH:14][cH:15][cH:16][cH:17][cH:18]2)[cH:19][cH:20]1>>[Cl:1][c:2]1[cH:3][c:4]2[c:5]([cH:19][cH:20]1)[CH2:6][N:7]=[C:8]([NH:10][CH2:11][CH2:12][c:13]1[cH:14][cH:15][cH:16][cH:17][cH:18]1)[S:9][CH:21]2[c:22]1[cH:23][cH:24][cH:25][cH:26][cH:27]1.